From a dataset of the Open Reaction Database (ORD), a public repository of structured organic reaction records. describe an organic reaction: reactants, conditions, products, and yield Starting materials: C(C)OC(CCCN(CCCC(=O)OCC)C1=CC(=CC(=C1)C(=O)NCCCCCCCCCC)C(=O)NCCCCCCCCCC)=O (4-[[3,5-bis[(decylamino)carbonyl]phenyl](4-ethoxy-4-oxobutyl)amino]butanoic acid ethyl ester), [OH-].[Na+] (NaOH). The solvent is CO (methanol). Product: C(CCCCCCCCC)NC(=O)C=1C=C(C=C(C1)C(=O)NCCCCCCCCCC)N(CCCC(=O)O)CCCC(=O)O (4-[[3,5-bis[(decylamino)carbonyl]phenyl](4-hydroxy-4-oxobutyl)amino]butanoic acid). The yield is 52.0%. As a reaction SMILES: C([O:3][C:4](=[O:49])[CH2:5][CH2:6][CH2:7][N:8]([C:17]1[CH:22]=[C:21]([C:23]([NH:25][CH2:26][CH2:27][CH2:28][CH2:29][CH2:30][CH2:31][CH2:32][CH2:33][CH2:34][CH3:35])=[O:24])[CH:20]=[C:19]([C:36]([NH:38][CH2:39][CH2:40][CH2:41][CH2:42][CH2:43][CH2:44][CH2:45][CH2:46][CH2:47][CH3:48])=[O:37])[CH:18]=1)[CH2:9][CH2:10][CH2:11][C:12]([O:14]CC)=[O:13])C.[OH-].[Na+]>CO>[CH2:26]([NH:25][C:23]([C:21]1[CH:22]=[C:17]([N:8]([CH2:7][CH2:6][CH2:5][C:4]([OH:49])=[O:3])[CH2:9][CH2:10][CH2:11][C:12]([OH:14])=[O:13])[CH:18]=[C:19]([C:36]([NH:38][CH2:39][CH2:40][CH2:41][CH2:42][CH2:43][CH2:44][CH2:45][CH2:46][CH2:47][CH3:48])=[O:37])[CH:20]=1)=[O:24])[CH2:27][CH2:28][CH2:29][CH2:30][CH2:31][CH2:32][CH2:33][CH2:34][CH3:35] |f:1.2|. Procedure details: A solution of 0.099 g (0.14 mmol) of 4-[[3,5-bis[(decylamino)carbonyl]phenyl](4-ethoxy-4-oxobutyl)amino]butanoic acid ethyl ester and 0.6 ml (0.6 mmol) of 1N NaOH in 4 ml of methanol waskept at room temperature for 17 hours. The solvent was removed at reduced pressure and the residue was dissolved in water and acidified with 0.04 mlof acetic acid. The precipitate was filtered and recrystallized from methanol to give 0.046 g (51% yield, mp 154°-156°) of 4-[[3,5-bis[(decylamino)carbonyl]phenyl](4-... The reactants are C(CCC)C=1N(C(=C(N1)C(C)O)C(=O)OCC)CC1=CC=C(C=C1)C1=C(C=CC=C1)C1=NN=NN1C(C1=CC=CC=C1)(C1=CC=CC=C1)C1=CC=CC=C1 (ethyl 2-butyl-4-(1-hydroxyethyl)-1-{4-[2-(trityltetrazol-5-yl)phenyl]phenyl}methylimidazole-5-carboxylate). Run in C(C)(=O)O (acetic acid). Product: C(CCC)C=1N(C(=C(N1)C(C)O)C(=O)OCC)CC1=CC=C(C=C1)C1=C(C=CC=C1)C1=NN=NN1 (Ethyl 2-butyl-4-(1-hydroxyethyl)-1-{4-[2-(tetrazol-5-yl)phenyl]phenyl}methylimidazole-5-carboxylate). Isolated yield 97.1%. Reaction SMILES: [CH2:1]([C:5]1[N:6]([CH2:18][C:19]2[CH:24]=[CH:23][C:22]([C:25]3[CH:30]=[CH:29][CH:28]=[CH:27][C:26]=3[C:31]3[N:35](C(C4C=CC=CC=4)(C4C=CC=CC=4)C4C=CC=CC=4)[N:34]=[N:33][N:32]=3)=[CH:21][CH:20]=2)[C:7]([C:13]([O:15][CH2:16][CH3:17])=[O:14])=[C:8]([CH:10]([OH:12])[CH3:11])[N:9]=1)[CH2:2][CH2:3][CH3:4]>C(O)(=O)C>[CH2:1]([C:5]1[N:6]([CH2:18][C:19]2[CH:24]=[CH:23][C:22]([C:25]3[CH:30]=[CH:29][CH:28]=[CH:27][C:26]=3[C:31]3[NH:35][N:34]=[N:33][N:32]=3)=[CH:21][CH:20]=2)[C:7]([C:13]([O:15][CH2:16][CH3:17])=[O:14])=[C:8]([CH:10]([OH:12])[CH3:11])[N:9]=1)[CH2:2][CH2:3][CH3:4]. Procedure: Following a procedure similar to that described in Example 40(c), 0.84 g of ethyl 2-butyl-4-(1-hydroxyethyl)-1-{4-[2-(trityltetrazol-5-yl)phenyl]phenyl}methylimidazole-5-carboxylate [prepared as described in step (a) above] was treated with 75% v/v aqueous acetic acid, to give 0.54 g of the title compound as an amorphous solid.